Dataset: the Open Reaction Database (ORD), a public repository of structured organic reaction records. Task: describe an organic reaction: reactants, conditions, products, and yield Starting materials: CS(=O)(=O)OC(C(=O)OCC)C (ethyl (-)-2-methanesulfonyloxypropionate), [OH-].[K+] (potassium hydroxide), Cl (hydrochloric acid). Run in O (water). Yields the product CS(=O)(=O)OC(C(=O)O)C ((-)-2-methanesulfonyloxypropionic acid). The yield is 95.4%. As a reaction SMILES: [OH-].[K+].[CH3:3][S:4]([O:7][CH:8]([CH3:14])[C:9]([O:11]CC)=[O:10])(=[O:6])=[O:5].Cl>O>[CH3:3][S:4]([O:7][CH:8]([CH3:14])[C:9]([OH:11])=[O:10])(=[O:6])=[O:5] |f:0.1|. Procedure details: 5.02 G (89.5 mmol) of potassium hydroxide was dissolved in 50 ml of water and stirred at 10°-20° C. 14.46 G (73.70 mmol) of the ethyl (-)-2-methanesulfonyloxypropionate obtained in Example 1 was added to this, and the mixture was stirred at the same temperature for 5 hours. Concentrated hydrochloric acid was added to bring the pH below 1, and extraction was performed with ethyl acetate (30 ml, 3 times). Anhydrous sodium sulfate and anhydrous magnesium sulfate were added in sequence to dry the ex... Reactants: ClC1=NC=C(C(=N1)N[C@@H]1CCOC2=C(C=CC=C12)F)[N+](=O)[O-] ((R)-2-chloro-N-(8-fluorochroman-4-yl)-5-nitropyrimidin-4-amine), COC1=C(CNC=2C(=CC=C(C2)F)N)C=CC(=C1)OC (N1-(2,4-dimethoxybenzyl)-5-fluorobenzene-1,2-diamine), KCO3. Run in C(C)#N (ACN), [Cl-].[Na+].O (brine). Reaction conditions: temperature 65 celsius. The product is COC1=C(CNC2=C(C=CC(=C2)F)NC2=NC=C(C(=N2)N[C@@H]2CCOC3=C(C=CC=C23)F)[N+](=O)[O-])C=CC(=C1)OC ((R)—N2-(2-(2,4-Dimethoxybenzylamino)-4-fluorophenyl)-N4-(8-fluorochroman-4-yl)-5-nitropyrimidine-2,4-diamine). Isolated yield 37.7%. RXN SMILES: Cl[C:2]1[N:7]=[C:6]([NH:8][C@H:9]2[C:18]3[C:13](=[C:14]([F:19])[CH:15]=[CH:16][CH:17]=3)[O:12][CH2:11][CH2:10]2)[C:5]([N+:20]([O-:22])=[O:21])=[CH:4][N:3]=1.[CH3:23][O:24][C:25]1[CH:40]=[C:39]([O:41][CH3:42])[CH:38]=[CH:37][C:26]=1[CH2:27][NH:28][C:29]1[C:30]([NH2:36])=[CH:31][CH:32]=[C:33]([F:35])[CH:34]=1>C(#N)C.[Cl-].[Na+].O>[CH3:23][O:24][C:25]1[CH:40]=[C:39]([O:41][CH3:42])[CH:38]=[CH:37][C:26]=1[CH2:27][NH:28][C:29]1[CH:34]=[C:33]([F:35])[CH:32]=[CH:31][C:30]=1[NH:36][C:2]1[N:7]=[C:6]([NH:8][C@H:9]2[C:18]3[C:13](=[C:14]([F:19])[CH:15]=[CH:16][CH:17]=3)[O:12][CH2:11][CH2:10]2)[C:5]([N+:20]([O-:22])=[O:21])=[CH:4][N:3]=1 |f:3.4.5|. Procedure details: A mixture of (R)-2-chloro-N-(8-fluorochroman-4-yl)-5-nitropyrimidin-4-amine (32 mg), N1-(2,4-dimethoxybenzyl)-5-fluorobenzene-1,2-diamine (28 mg) and KCO3 (41 mg) in ACN was heated at 65° C. for 3 hr, cooled to RT, diluted with brine and extracted with EtOAc (2×). The combined organics were evaporated, and purified by column chromatography (eluted with 30% EtOAc/Hex) to yield the titled product (21 mg). 1H-NMR (300 MHz, CDCl3) δ 9.0 (s, 1H), 8.6 (br d, 1H), 7.2-6.8 (m, 6H), 6.5-6.3 (m, 4H), 4.4-... RXN SMILES: C([C:3]1[CH:18]=[C:17]([C:19](=[NH:22])[NH:20][OH:21])[CH:16]=[C:15]([CH3:23])[C:4]=1[O:5][CH2:6][C@@H:7]([OH:14])[CH2:8][NH:9][C:10](=[O:13])[CH2:11][OH:12])C.[OH:24][C:25]1C(C)=CC(C#N)=CC=1OC>>[OH:12][CH2:11][C:10]([NH:9][CH2:8][C@H:7]([OH:14])[CH2:6][O:5][C:4]1[C:15]([CH3:23])=[CH:16][C:17]([C:19](=[NH:22])[NH:20][OH:21])=[CH:18][C:3]=1[O:24][CH3:25])=[O:13]. The reactants are C(C)C1=C(OC[C@H](CNC(CO)=O)O)C(=CC(=C1)C(NO)=N)C (N—((S)-3-[2-ethyl-4-(N-hydroxycarbamimidoyl)-6-methyl-phenoxy]-2-hydroxy-propyl)-2-hydroxy-acetamide), OC1=C(C=C(C#N)C=C1C)OC (4-hydroxy-3-methoxy-5-methyl-benzonitrile). Product: OCC(=O)NC[C@@H](COC1=C(C=C(C=C1C)C(NO)=N)OC)O ((S)-2-Hydroxy-N-(2-hydroxy-3-[4-(N-hydroxycarbamimidoyl)-2-methoxy-6-methyl-phenoxy]-propyl)-acetamide), oil. Procedure details: The title compound is obtained as a reddish oil (1.3 g) in analogy to N—((S)-3-[2-ethyl-4-(N-hydroxycarbamimidoyl)-6-methyl-phenoxy]-2-hydroxy-propyl)-2-hydroxy-acetamide starting from 4-hydroxy-3-methoxy-5-methyl-benzonitrile; LC-MS: tR=0.49 min, [M+H]+=327.98. Starting materials: ClC=1C=CC(=C(N)C1)[N+](=O)[O-] (5-chloro-2-nitroaniline), C([O-])([O-])=O.[Cs+].[Cs+] (cesium carbonate), ClC1=NC=C(C#N)C=C1 (6-chloronicotinonitrile). Solvent: CN(C(C)=O)C (N,N-dimethylacetamide). Conditions: temperature 130 celsius. Product: ClC=1C=CC(=C(C1)NC1=NC=C(C#N)C=C1)[N+](=O)[O-] (6-[(5-chloro-2-nitrophenyl)amino]nicotinonitrile). The yield is 700.2%. RXN SMILES: [Cl:1][C:2]1[CH:3]=[CH:4][C:5]([N+:9]([O-:11])=[O:10])=[C:6]([CH:8]=1)[NH2:7].C(=O)([O-])[O-].[Cs+].[Cs+].Cl[C:19]1[CH:26]=[CH:25][C:22]([C:23]#[N:24])=[CH:21][N:20]=1>CN(C)C(=O)C>[Cl:1][C:2]1[CH:3]=[CH:4][C:5]([N+:9]([O-:11])=[O:10])=[C:6]([NH:7][C:19]2[CH:26]=[CH:25][C:22]([C:23]#[N:24])=[CH:21][N:20]=2)[CH:8]=1 |f:1.2.3|. Procedure: To a well stirred solution of 5-chloro-2-nitroaniline (2.0 g, 11.0 mmol) in dry N,N-dimethylacetamide (DMA; 15 ml), cesium carbonate (Cs2CO3; 757 mg, 2.3 mmol) and 6-chloronicotinonitrile (193 mg, 1.3 mmol) were added and reaction mixture was heated at 130° C. for 3 h. After completion of the reaction, the reaction mixture was cooled to room temperature, extracted with ethyl acetate (2×100 ml), and the combined organic layers were washed with water (2×50 ml), brine (20 ml), dried (Na2SO4), filte... As a reaction SMILES: C(O)(C(F)(F)F)=O.[CH2:8]([NH:11][C:12](=[O:27])[C@H:13]([CH2:20][C:21]1[CH:26]=[CH:25][CH:24]=[CH:23][CH:22]=1)[NH:14][C:15](=[O:19])[C:16](=O)[CH3:17])[CH:9]=[CH2:10]>>[CH2:8]([N:11]1[C:16](=[CH2:17])[C:15](=[O:19])[NH:14][C@@H:13]([CH2:20][C:21]2[CH:26]=[CH:25][CH:24]=[CH:23][CH:22]=2)[C:12]1=[O:27])[CH:9]=[CH2:10]. Procedure: The effect of the amount of TFA acid catalyst was evaluated. (S)-1-Allyl-3-benzyl-6-methylenepiperazine-2,5-dione was prepared by reacting N-2-oxo-propanoyl-L-phenylalanine allylamide with various amounts of trifluoroacetic acid for 24 hours. Enantiomeric excess of the product was determined by chiral HPLC using a CHIRALCEL OD column eluted with n-Hexane:Ethanol (5:1). The TFA amounts, product yields, and enantiometric excess presented in Table 2. Reactants: C(=O)(C(F)(F)F)O (TFA), C(C=C)NC([C@@H](NC(C(C)=O)=O)CC1=CC=CC=C1)=O (N-2-oxo-propanoyl-L-phenylalanine allylamide), FC(C(=O)O)(F)F (trifluoroacetic acid). Yields the product C(C=C)N1C([C@@H](NC(C1=C)=O)CC1=CC=CC=C1)=O ((S)-1-Allyl-3-benzyl-6-methylenepiperazine-2,5-dione).